Dataset: the Open Reaction Database (ORD), a public repository of structured organic reaction records. Task: describe an organic reaction: reactants, conditions, products, and yield The reactants are C1(=CC=CC=C1)CC(=O)Cl (phenylacetyl chloride), N#CN (Cyanamide), Cl (HCl). Solvent: CC(=O)C (acetone), [OH-].[Na+] (sodium hydroxide). Reaction conditions: time 2 hour. Yields the product C(#N)NC(CC1=CC=CC=C1)=O (N-cyano-2-phenylacetamide). The yield is 82.4%. RXN SMILES: [N:1]#[C:2][NH2:3].[C:4]1([CH2:10][C:11](Cl)=[O:12])[CH:9]=[CH:8][CH:7]=[CH:6][CH:5]=1.Cl>[OH-].[Na+].CC(C)=O>[C:2]([NH:3][C:11](=[O:12])[CH2:10][C:4]1[CH:9]=[CH:8][CH:7]=[CH:6][CH:5]=1)#[N:1] |f:3.4|. Reported procedure: Cyanamide (5.04 g, 120 mmol) was dissolved in 40 mL of 40% sodium hydroxide. To this solution at 0° C., phenylacetyl chloride (3.97 mL, 30 mmol) in 30 mL of acetone was added over 1 h. After stirring at room temperature for 2 h, the reaction mixture as acidified with concentrated HCl to pH 2. Acetone was removed in vacuo. The resulting suspension was extracted with methylene chloride (30 mL×4). The combined organic extracts were washed with brine and dried over magnesium sulfate. Solvent was rem... Starting materials: [BH4-].[Na+] (Sodium borohydride), CC=1C=C(C=C(C1)NC1=NC=CC(=N1)C(F)(F)F)C=1C=NN(C1)C1CCC(CC1)=O (4-[4-(3-methyl-5-{[4-(trifluoromethyl)pyrimidin-2-yl]amino}phenyl)-1H-pyrazol-1-yl]cyclohexanone). Solvent: CCOC(=O)C (EtOAc), CO (methanol). Run at time 1 hour. Product: CC=1C=C(C=C(C1)NC1=NC=CC(=N1)C(F)(F)F)C=1C=NN(C1)[C@H]1CC[C@H](CC1)O (cis-4-[4-(3-methyl-5-{[4-(trifluoromethyl)pyrimidin-2-yl]amino}phenyl)-1H-pyrazol-1-yl]cyclohexanol). Reaction SMILES: [BH4-].[Na+].[CH3:3][C:4]1[CH:5]=[C:6]([C:21]2[CH:22]=[N:23][N:24]([CH:26]3[CH2:31][CH2:30][C:29](=[O:32])[CH2:28][CH2:27]3)[CH:25]=2)[CH:7]=[C:8]([NH:10][C:11]2[N:16]=[C:15]([C:17]([F:20])([F:19])[F:18])[CH:14]=[CH:13][N:12]=2)[CH:9]=1>CO.CCOC(C)=O>[CH3:3][C:4]1[CH:5]=[C:6]([C:21]2[CH:22]=[N:23][N:24]([C@@H:26]3[CH2:31][CH2:30][C@H:29]([OH:32])[CH2:28][CH2:27]3)[CH:25]=2)[CH:7]=[C:8]([NH:10][C:11]2[N:16]=[C:15]([C:17]([F:20])([F:19])[F:18])[CH:14]=[CH:13][N:12]=2)[CH:9]=1 |f:0.1|. Reported procedure: Sodium borohydride (3.39 mg, 0.09 mmol) was added to 4-[4-(3-methyl-5-{[4-(trifluoromethyl)pyrimidin-2-yl]amino}phenyl)-1H-pyrazol-1-yl]cyclohexanone (24.8 mg, 0.06 mmol) dissolved in methanol (0.5 mL). The reaction mixture was stirred at room temperature for one hour. The mixture was diluted with EtOAc, washed with water, dried over sodium sulfate, filtered, and concentrated under reduced pressure. The residue was purified by reverse phase HPLC (45 to 80% ACN/Water with 0.1% TFA modifier). The ... Reactants: [Al+3], Cc1ccccc1, COc1cc(C2CCCNC2)ccc1F, [H-], [H-], [H-], [H-], [Li+], C1CCOC1, O=C(Cl)CCc1ccccc1. The product is COc1cc(C2CCCN(CCCc3ccccc3)C2)ccc1F. As a reaction SMILES: [Al+3:28].[CH3:33][c:34]1[cH:35][cH:36][cH:37][cH:38][cH:39]1.[F:1][c:2]1[c:3]([O:14][CH3:15])[cH:4][c:5]([CH:8]2[CH2:9][NH:10][CH2:11][CH2:12][CH2:13]2)[cH:6][cH:7]1.[H-:27].[H-:30].[H-:31].[H-:32].[Li+:29].[O:40]1[CH2:41][CH2:42][CH2:43][CH2:44]1.[c:16]1([CH2:22][CH2:23][C:24]([Cl:25])=[O:26])[cH:17][cH:18][cH:19][cH:20][cH:21]1>>[F:1][c:2]1[c:3]([O:14][CH3:15])[cH:4][c:5]([CH:8]2[CH2:9][N:10]([CH2:24][CH2:23][CH2:22][c:16]3[cH:17][cH:18][cH:19][cH:20][cH:21]3)[CH2:11][CH2:12][CH2:13]2)[cH:6][cH:7]1.